Dataset: the Open Reaction Database (ORD), a public repository of structured organic reaction records. Task: describe an organic reaction: reactants, conditions, products, and yield Reactants: FC=1C=C(OC2=CC=C(C=C2)OC)C=CC1 (p-(m-fluorophenoxy)anisole), Br.C(C)(=O)O (hydrobromic acid acetic acid). Yields the product FC=1C=C(OC2=CC=C(C=C2)O)C=CC1 (p-(m-fluorophenoxy)phenol). RXN SMILES: [F:1][C:2]1[CH:3]=[C:4]([CH:14]=[CH:15][CH:16]=1)[O:5][C:6]1[CH:11]=[CH:10][C:9]([O:12]C)=[CH:8][CH:7]=1.Br.C(O)(=O)C>>[F:1][C:2]1[CH:3]=[C:4]([CH:14]=[CH:15][CH:16]=1)[O:5][C:6]1[CH:11]=[CH:10][C:9]([OH:12])=[CH:8][CH:7]=1 |f:1.2|. Reported procedure: m-fluorophenol and 4-bromoanisole yield p-(m-fluorophenoxy)anisole of b.p. 130°-131° C./0.2 Torr and reaction with hydrobromic acid/acetic acid yields p-(m-fluorophenoxy)phenol; m.p. 53°-55° C. The reactants are O[C@@H](CC(=O)O)C ((R)-3-hydroxybutanoic acid), O.OC1=CC=CC=2NN=NC21 (hydroxybenzotriazole hydrate), Cl.C(C)N=C=NCCCN(C)C (1-ethyl-3-(3-dimethylaminopropyl)-carbodiimide hydrochloride), FC(C(=O)O)(F)F.N1(CCOCC1)C1=C2N=C(N(C2=NC(=N1)C=1C=NC(=NC1)N)CC(F)(F)F)N1CCNCC1 (5-[6-morpholin-4-yl-8-piperazin-1-yl-9-(2,2,2-trifluoroethyl)-9H-purin-2-yl]pyrimidin-2-amine trifluoroacetate). Run in C(C)N(CC)CC (triethylamine), CN(C=O)C (dimethylformamide). Conditions: time 15 hour. The product is NC1=NC=C(C=N1)C1=NC(=C2N=C(N(C2=N1)CC(F)(F)F)N1CCN(CC1)C(C[C@@H](C)O)=O)N1CCOCC1 ((2R)-4-{4-[2-(2-Aminopyrimidin-5-yl)-6-morpholin-4-yl-9-(2,2,2-trifluoroethyl)-9H-purin-8-yl]piperazin-1-yl}-4-oxobutan-2-ol). The yield is 48.2%. RXN SMILES: [OH:1][C@H:2]([CH3:7])[CH2:3][C:4]([OH:6])=O.O.OC1C2N=NNC=2C=CC=1.Cl.C(N=C=NCCCN(C)C)C.FC(F)(F)C(O)=O.[N:38]1([C:44]2[N:52]=[C:51]([C:53]3[CH:54]=[N:55][C:56]([NH2:59])=[N:57][CH:58]=3)[N:50]=[C:49]3[C:45]=2[N:46]=[C:47]([N:65]2[CH2:70][CH2:69][NH:68][CH2:67][CH2:66]2)[N:48]3[CH2:60][C:61]([F:64])([F:63])[F:62])[CH2:43][CH2:42][O:41][CH2:40][CH2:39]1>C(N(CC)CC)C.CN(C)C=O>[NH2:59][C:56]1[N:57]=[CH:58][C:53]([C:51]2[N:50]=[C:49]3[C:45]([N:46]=[C:47]([N:65]4[CH2:70][CH2:69][N:68]([C:4](=[O:6])[CH2:3][C@H:2]([OH:1])[CH3:7])[CH2:67][CH2:66]4)[N:48]3[CH2:60][C:61]([F:62])([F:64])[F:63])=[C:44]([N:38]3[CH2:39][CH2:40][O:41][CH2:42][CH2:43]3)[N:52]=2)=[CH:54][N:55]=1 |f:1.2,3.4,5.6|. Procedure: (R)-3-hydroxybutanoic acid (39 mg, 0.38 mmol), hydroxybenzotriazole hydrate (58 mg, 0.38 mmol), 1-ethyl-3-(3-dimethylaminopropyl)-carbodiimide hydrochloride (72 mg, 0.38 mmol), dimethylformamide (5 ml), triethylamine (161 μl) were added to 5-[6-morpholin-4-yl-8-piperazin-1-yl-9-(2,2,2-trifluoroethyl)-9H-purin-2-yl]pyrimidin-2-amine trifluoroacetate (200 mg, 0.29 mmol) and the resulting mixture was stirred for 15 hours. The reaction mixture was partitioned with ethyl acetate and saturated aqueous... The reactants are C(C1=CC=CC=C1)NC[C@H](C(F)(F)F)O ((R)-3-(Benzylamino)-1,1,1-trifluoropropan-2-ol), CCN(C(C)C)C(C)C (DIEA), Cl[C@H](C(=O)O)C ((S)-2-chloropropionic acid), C(CC)P1(OP(OP(O1)(CCC)=O)(CCC)=O)=O (2,4,6-tripropyl-1,3,5,2,4,6-trioxatriphosphorinane-2,4,6-trioxide). Solvent: CC#N (CH3CN). Product: C(C1=CC=CC=C1)N(C([C@H](C)O)=O)C[C@H](C(F)(F)F)O ((S)—N-Benzyl-2-hydroxy-N—((R)-3,3,3-trifluoro-2-hydroxypropyl)propanamide). Reaction SMILES: [CH2:1]([NH:8][CH2:9][C@@H:10]([OH:15])[C:11]([F:14])([F:13])[F:12])[C:2]1[CH:7]=[CH:6][CH:5]=[CH:4][CH:3]=1.CCN(C(C)C)C(C)C.Cl[C@@H:26]([CH3:30])[C:27](O)=[O:28].C(P1(=O)OP(=O)(CCC)OP(=O)(CCC)[O:35]1)CC>CC#N>[CH2:1]([N:8]([CH2:9][C@@H:10]([OH:15])[C:11]([F:14])([F:13])[F:12])[C:27](=[O:28])[C@@H:26]([OH:35])[CH3:30])[C:2]1[CH:3]=[CH:4][CH:5]=[CH:6][CH:7]=1. Reported procedure: To a solution of (R)-3-(benzylamino)-1,1,1-trifluoropropan-2-ol (4-2, 5 g, 22.81 mmol) in CH3CN (200 ml) was added DIEA (12 ml, 68.7 mmol), (S)-2-chloropropionic acid (2.4 ml, 27.4 mmol), then 2,4,6-tripropyl-1,3,5,2,4,6-trioxatriphosphorinane-2,4,6-trioxide (16.3 ml, 27.4 mmol) slowly at rt. After 2.5 hr the mixture was concentrated. The material was taken up in EtOAc and washed with saturated NaHCO3, H2O, and brine. The organic layer was filtered through a pad of silica gel washing with ethyl ...